Dataset: the Open Reaction Database (ORD), a public repository of structured organic reaction records. Task: describe an organic reaction: reactants, conditions, products, and yield Reaction SMILES: [CH:1]12[CH2:10][CH:5]3[CH2:6][CH:7]([CH2:9][CH:3]([CH2:4]3)[CH:2]1[NH:11][C:12]([C:14]1[CH:15]=[N:16][N:17]([CH3:20])[C:18]=1Cl)=[O:13])[CH2:8]2.[NH2:21][CH2:22][CH:23]([OH:25])[CH3:24]>>[CH:1]12[CH2:10][CH:5]3[CH2:6][CH:7]([CH2:9][CH:3]([CH2:4]3)[CH:2]1[NH:11][C:12]([C:14]1[CH:15]=[N:16][N:17]([CH3:20])[C:18]=1[NH:21][CH2:22][CH:23]([OH:25])[CH3:24])=[O:13])[CH2:8]2. The reactants are C12C(C3CC(CC(C1)C3)C2)NC(=O)C=2C=NN(C2Cl)C (5-chloro-1-methyl-1H-pyrazole-4-carboxylic acid adamantan-2-ylamide), NCC(C)O (1-amino-2-propanol). Yields the product C12C(C3CC(CC(C1)C3)C2)NC(=O)C=2C=NN(C2NCC(C)O)C (5-(2-Hydroxy-propylamino)-1-methyl-1H-pyrazole-4-carboxylic acid adamantan-2-ylamide). Procedure details: Heating a mixture of 5-chloro-1-methyl-1H-pyrazole-4-carboxylic acid adamantan-2-ylamide (Example 5, 88 mg; 0.30 mmol) and 1-amino-2-propanol (0.25 mL; 3.0 mmol) under microwave irradiation according to the procedure described for Example 14 provided after purification by reverse phase HPLC, 5-(2-hydroxy-propylamino)-1-methyl-1H-pyrazole-4-carboxylic acid adamantan-2-ylamide (65 mg, 65%) as an off-white powder. ES-HRMS m/e calcd for C18H29N4O2 (M+H+) 333.2285, found 333.2282. Reaction SMILES: [OH:1][C:2]1[C:3]2[C:8]([C:9]([CH3:12])=[CH:10][CH:11]=1)=[N:7][C:6](=[O:13])[C:5]([CH3:15])([CH3:14])[CH:4]=2.[CH2:16](I)[CH:17]=[CH2:18].C(=O)([O-])[O-].[K+].[K+]>C(Cl)(Cl)Cl.CCCCCC>[CH2:18]([O:1][C:2]1[C:3]2[C:8]([C:9]([CH3:12])=[CH:10][CH:11]=1)=[N:7][C:6](=[O:13])[C:5]([CH3:15])([CH3:14])[CH:4]=2)[CH:17]=[CH2:16] |f:2.3.4,5.6|. The solvent is C(Cl)(Cl)Cl.CCCCCC (chloroform n-hexane). Yield: 92.6%. Product: C(C=C)OC=1C2=CC(C(N=C2C(=CC1)C)=O)(C)C (5-Allyloxy-3,3,8-trimethylcarbostyril). Reported procedure: Using 5-hydroxy-3,3,8-trimethylcarbostyril (2.0 g, 9.77 mmol), allyl iodide (1.72 g, 10.2 mmol), and potassium carbonate (3 g, 21.7 mmol), the procedure of Reference Example 41 was followed (reaction, post-treatment, and recrystallization from chloroform-n-hexane). 2.2 g of the title compound was obtained as colorless flakes (92.0%). Reactants: OC=1C2=CC(C(N=C2C(=CC1)C)=O)(C)C (5-hydroxy-3,3,8-trimethylcarbostyril), C(C=C)I (allyl iodide), C([O-])([O-])=O.[K+].[K+] (potassium carbonate). Reactants: COc1ccccc1, ClCCl, NS(N)(=O)=O, O=C(O)C(F)(F)F. Reaction SMILES: [CH3:13][O:14][c:15]1[cH:16][cH:17][cH:18][cH:19][cH:20]1.[Cl:21][CH2:22][Cl:23].[NH2:1][S:2]([NH2:3])(=[O:4])=[O:5].[OH:6][C:7]([C:8]([F:9])([F:10])[F:11])=[O:12]>>[NH:1]([S:2]([NH2:3])(=[O:4])=[O:5])[CH2:7][c:15]1[cH:16][cH:17][cH:18][cH:19][cH:20]1. Yields the product NS(=O)(=O)NCc1ccccc1. Starting materials: CC(C)=O, COc1ccc(C(=O)C(CC(=O)c2cccn2S(=O)(=O)c2ccccc2)c2ccc(OC)cc2)cc1, [Na+], [OH-]. The product is COc1ccc(C(=O)C(CC(=O)c2ccc[nH]2)c2ccc(OC)cc2)cc1. As a reaction SMILES: [CH3:39][C:40](=[O:41])[CH3:42].[CH3:3][O:4][c:5]1[cH:6][cH:7][c:8]([C:11]([CH:12]([CH2:13][C:14](=[O:15])[c:16]2[n:17]([S:21]([c:22]3[cH:23][cH:24][cH:25][cH:26][cH:27]3)(=[O:28])=[O:29])[cH:18][cH:19][cH:20]2)[c:30]2[cH:31][cH:32][c:33]([O:36][CH3:37])[cH:34][cH:35]2)=[O:38])[cH:9][cH:10]1.[Na+:2].[OH-:1]>>[CH3:3][O:4][c:5]1[cH:6][cH:7][c:8]([C:11]([CH:12]([CH2:13][C:14](=[O:15])[c:16]2[nH:17][cH:18][cH:19][cH:20]2)[c:30]2[cH:31][cH:32][c:33]([O:36][CH3:37])[cH:34][cH:35]2)=[O:38])[cH:9][cH:10]1. Starting materials: COC(CC1=CC(=C(C=C1)Cl)Cl)=O ((3,4-Dichlorophenyl)-acetic acid methyl ester), C(C)(C)(C)OC(=O)N1C=NC(=C1)CBr (4-Bromomethyl-imidazole-1-carboxylic acid tert-butyl ester), 4(5)-hydroxymethylimidazole hydrochloride. The product is C(C)(C)(C)OC(=O)N1C=NC(=C1)CC(C(=O)OC)C1=CC(=C(C=C1)Cl)Cl (4-[2-(3,4-Dichlorophenyl)-2-methoxycarbonyl-ethyl]-imidazole-1-carboxylic acid tert-butyl ester). As a reaction SMILES: [CH3:1][O:2][C:3](=[O:13])[CH2:4][C:5]1[CH:10]=[CH:9][C:8]([Cl:11])=[C:7]([Cl:12])[CH:6]=1.[C:14]([O:18][C:19]([N:21]1[CH:25]=[C:24]([CH2:26]Br)[N:23]=[CH:22]1)=[O:20])([CH3:17])([CH3:16])[CH3:15]>>[C:14]([O:18][C:19]([N:21]1[CH:25]=[C:24]([CH2:26][CH:4]([C:5]2[CH:10]=[CH:9][C:8]([Cl:11])=[C:7]([Cl:12])[CH:6]=2)[C:3]([O:2][CH3:1])=[O:13])[N:23]=[CH:22]1)=[O:20])([CH3:17])([CH3:16])[CH3:15]. Reported procedure: 4-[2-(3,4-Dichlorophenyl)-2-methoxycarbonyl-ethyl]-imidazole-1-carboxylic acid tert-butyl ester was prepared by the procedures described in Example 78, Step 1, substituting 3-tert-butoxycarbonylamino-propionic acid tert-butyl ester with (3,4-Dichlorophenyl)-acetic acid methyl ester and substituting 4-Bromo-1-bromomethyl-2-fluoro-benzene with 4-Bromomethyl-imidazole-1-carboxylic acid tert-butyl ester (prepared from 4(5)-hydroxymethylimidazole hydrochloride according to the literature: J. Med. Che...